From a dataset of the Open Reaction Database (ORD), a public repository of structured organic reaction records. describe an organic reaction: reactants, conditions, products, and yield Starting materials: C(C)(=O)NC1=CC=CC=C1 (acetanilide), [N+](=O)(O)[O-] (nitric acid), S(O)(O)(=O)=O (sulfuric acid). Product: CC(=O)NC1=CC=C(C=C1)[N+](=O)[O-] (4-nitroacetanilide). Reaction SMILES: [C:1]([NH:4][C:5]1[CH:10]=[CH:9][CH:8]=[CH:7][CH:6]=1)(=[O:3])[CH3:2].[N+:11]([O-])([OH:13])=[O:12].S(=O)(=O)(O)O>>[CH3:2][C:1]([NH:4][C:5]1[CH:10]=[CH:9][C:8]([N+:11]([O-:13])=[O:12])=[CH:7][CH:6]=1)=[O:3]. Procedure: nitrating acetanilide using a mixture of nitric acid and sulfuric acid to produce 4-nitroacetanilide and nitrating further using a mixture of nitric acid and sulfuric acid to produce compound VI; Reactants: ClCC=1C=NC(=CC1)Br (3-chloromethyl-6-bromopyridine), ClC1=CC2=C(OC3=C(CN2)C=CC=C3)C=C1 (8-chloro-10,11-dihydrodibenz[b,f][1,4]oxazepine), C(CCC)[Li] (n-butyl lithium), [NH4+].[Cl-] (NH4Cl). The solvent is C1CCOC1 (THF), C1CCOC1 (THF), CCCCCC (hexane). Conditions: temperature -23 celsius, time 25 minute. Yields the product BrC1=NC=C(C=C1)CN1C2=C(OC3=C(C1)C=CC=C3)C=CC(=C2)Cl (10-[(2-bromo-5-pyridinyl)methyl]-8-chloro-10,11-dihydrodibenz[b,f][1,4]oxazepine). The yield is 80.7%. Reaction SMILES: [Cl:1][C:2]1[CH:16]=[CH:15][C:5]2[O:6][C:7]3[CH:14]=[CH:13][CH:12]=[CH:11][C:8]=3[CH2:9][NH:10][C:4]=2[CH:3]=1.C([Li])CCC.Cl[CH2:23][C:24]1[CH:25]=[N:26][C:27]([Br:30])=[CH:28][CH:29]=1.[NH4+].[Cl-]>C1COCC1.CCCCCC>[Br:30][C:27]1[CH:28]=[CH:29][C:24]([CH2:23][N:10]2[CH2:9][C:8]3[CH:11]=[CH:12][CH:13]=[CH:14][C:7]=3[O:6][C:5]3[CH:15]=[CH:16][C:2]([Cl:1])=[CH:3][C:4]2=3)=[CH:25][N:26]=1 |f:3.4|. Procedure details: To a stirred solution of 8-chloro-10,11-dihydrodibenz[b,f][1,4]oxazepine (2 g) in THF (25 mL) at -78° C. was added 1.6 M hexane solution of n-butyl lithium (5.4 mL). After 25 minutes, 3-chloromethyl-6-bromopyridine (1.79 g) in THF (5 mL) was added. After 30 minutes, the temperature was raised to -23° C. After 30 minutes, an excess saturated solution of NH4Cl was added and the mixture was extracted with ether. The organic extract was dried over MgSO4 and concentrated. The residue was chromatograp... Reactants: C(C)(=O)OCC (ethyl acetate), C(C)(C)(C)OC(CC(C(C)(C)C1=CC(=C(C=C1)CC)I)=O)=O (4-(4-Ethyl-3-iodo-phenyl)-4-methyl-3-oxo-pentanoic acid tert-butyl ester), C([O-])([O-])=O.[Cs+].[Cs+] (cesium carbonate), ClC1=C(C=C(C#N)C=C1)[N+](=O)[O-] (4-chloro-3-nitro-benzonitrile). Yield: 25.9%. Conditions: time 5 minute. RXN SMILES: [C:1]([O:5][C:6](=[O:22])[CH2:7][C:8](=[O:21])[C:9]([C:12]1[CH:17]=[CH:16][C:15]([CH2:18][CH3:19])=[C:14]([I:20])[CH:13]=1)([CH3:11])[CH3:10])([CH3:4])([CH3:3])[CH3:2].C(=O)([O-])[O-].[Cs+].[Cs+].Cl[C:30]1[CH:37]=[CH:36][C:33]([C:34]#[N:35])=[CH:32][C:31]=1[N+]([O-])=O.C(OCC)(=O)C>CN1C(=O)CCC1>[C:1]([O:5][C:6]([C:7]1[C:30]2[CH:31]=[CH:32][C:33]([C:34]#[N:35])=[CH:36][C:37]=2[O:21][C:8]=1[C:9]([C:12]1[CH:17]=[CH:16][C:15]([CH2:18][CH3:19])=[C:14]([I:20])[CH:13]=1)([CH3:11])[CH3:10])=[O:22])([CH3:2])([CH3:3])[CH3:4] |f:1.2.3|. Run in CN1CCCC1=O (NMP), CN1CCCC1=O (NMP). Product: C(C)(C)(C)OC(=O)C1=C(OC2=C1C=CC(=C2)C#N)C(C)(C)C2=CC(=C(C=C2)CC)I (6-Cyano-2-[1-(4-ethyl-3-iodophenyl)-1-methyl-ethyl]-benzofuran-3-carboxylic acid tert-butyl ester). Reported procedure: 4-(4-Ethyl-3-iodo-phenyl)-4-methyl-3-oxo-pentanoic acid tert-butyl ester (1.00 g, 2.40 mmol) was dissolved in NMP (4 ml), added with cesium carbonate (1.56 g, 4.80 mmol, 2.0 eq.), and the mixture was stirred for 5 min. The NMP solution (2 ml) of 4-chloro-3-nitro-benzonitrile (542 mg, 2.88 mmol, 1.2 eq.) was added thereto, and the mixture was stirred at 50° C. for 64 hrs under nitrogen atmosphere. After cooling to room temperature, ethyl acetate (20 ml) was added and the organic layer was washed ... The reactants are Cc1ccc(C2=Cc3cc(C(=O)Nc4ccc(CN(C)C5CCOCC5)cc4)ccc3OC2)cc1, CI, CN(C)C=O. The product is Cc1ccc(C2=Cc3cc(C(=O)Nc4ccc(C[N+](C)(C)C5CCOCC5)cc4)ccc3OC2)cc1, [I-]. As a reaction SMILES: [CH3:1][c:2]1[cH:3][cH:4][c:5]([C:8]2=[CH:13][c:12]3[c:11]([cH:17][cH:16][c:15]([C:18](=[O:19])[NH:20][c:21]4[cH:22][cH:23][c:24]([CH2:27][N:28]([CH:29]5[CH2:30][CH2:31][O:32][CH2:33][CH2:34]5)[CH3:35])[cH:25][cH:26]4)[cH:14]3)[O:10][CH2:9]2)[cH:6][cH:7]1.[CH3:36][I:37].[O:38]=[CH:39][N:40]([CH3:41])[CH3:42]>>[CH3:1][c:2]1[cH:3][cH:4][c:5]([C:8]2=[CH:13][c:12]3[c:11]([cH:17][cH:16][c:15]([C:18](=[O:19])[NH:20][c:21]4[cH:22][cH:23][c:24]([CH2:27][N+:28]([CH:29]5[CH2:30][CH2:31][O:32][CH2:33][CH2:34]5)([CH3:35])[CH3:36])[cH:25][cH:26]4)[cH:14]3)[O:10][CH2:9]2)[cH:6][cH:7]1.[I-:37]. The reactants are P(=O)([O-])([O-])[O-] (phosphate), O=C1C2C(C2CC1)C(=O)OCC (racemic ethyl(1SR,5RS,6SR)-2-oxobicyclo [3.1.0]hexane-6-carboxylate). Run in CCCCCC (n-hexane). Conditions: temperature 40 celsius. Product: O=C1[C@@H]2[C@H]([C@@H]2CC1)C(=O)O ((+)-(1S,5R, 6S)-2-oxobicyclo[3.1.0]hexane-6-carboxylic acid). RXN SMILES: P([O-])([O-])([O-])=O.[O:6]=[C:7]1[CH2:12][CH2:11][CH:10]2[CH:8]1[CH:9]2[C:13]([O:15]CC)=[O:14]>CCCCCC>[O:6]=[C:7]1[CH2:12][CH2:11][C@@H:10]2[C@H:8]1[C@H:9]2[C:13]([OH:15])=[O:14]. Procedure details: Each of the various commercial enzymes shown in Table 3 was added in an amount shown in Table 4 to 1 ml of 100 mM phosphate buffer (pH 7.0) and dissolved therein. 10 mg of racemic ethyl(1SR,5RS,6SR)-2-oxobicyclo [3.1.0]hexane-6-carboxylate was dissolved in 1 ml n-hexane, then added to the enzyme solution, and heated to 40° C. and the mixture was stirred. After the time shown as the reaction time in Table 4 elapsed, an aliquot of the reaction solution was removed and analyzed in the same manner a... Starting materials: C1(CCCCC1)NCC(=O)NC1=C(C=C(C=C1)S(N)(=O)=O)Cl (2-Cyclohexylamino-N-(2-chloro-4-sulphamoylphenyl)-acetamide), C=O (paraformaldehyde). Solvent: C(C)O (ethanol), O (water). The product is C1(CCCCC1)N1CN(C(C1)=O)C1=C(C=C(C=C1)S(N)(=O)=O)Cl (1-Cyclohexyl-3-(2-chloro-4-sulphamoylphenyl)-imidazolidin-4-one). Reaction SMILES: [CH:1]1([NH:7][CH2:8][C:9]([NH:11][C:12]2[CH:17]=[CH:16][C:15]([S:18](=[O:21])(=[O:20])[NH2:19])=[CH:14][C:13]=2[Cl:22])=[O:10])[CH2:6][CH2:5][CH2:4][CH2:3][CH2:2]1.[CH2:23]=O>C(O)C.O>[CH:1]1([N:7]2[CH2:8][C:9](=[O:10])[N:11]([C:12]3[CH:17]=[CH:16][C:15]([S:18](=[O:21])(=[O:20])[NH2:19])=[CH:14][C:13]=3[Cl:22])[CH2:23]2)[CH2:2][CH2:3][CH2:4][CH2:5][CH2:6]1. Procedure details: 2-Cyclohexylamino-N-(2-chloro-4-sulphamoylphenyl)-acetamide (17.2g) was dissolved in ethanol (150 ml) and paraformaldehyde (3g) in water (300 ml) added. The mixture was refluxed 2 hrs, cooled and filtered. The residue was crystallised from ethanol/petroleum ether. Yield 13.5 g, m.p. 188°-190° . Starting materials: Brc1nccs1, C[Sn](C)(C)c1cc2nccc(Cl)c2s1. The product is Clc1ccnc2cc(-c3nccs3)sc12. As a reaction SMILES: [Br:15][c:16]1[s:17][cH:18][cH:19][n:20]1.[Cl:1][c:2]1[c:3]2[c:4]([n:5][cH:6][cH:7]1)[cH:8][c:9]([Sn:11]([CH3:12])([CH3:13])[CH3:14])[s:10]2>>[Cl:1][c:2]1[c:3]2[c:4]([n:5][cH:6][cH:7]1)[cH:8][c:9](-[c:16]1[s:17][cH:18][cH:19][n:20]1)[s:10]2. Reactants: C(=O)(O)C1=CN(C2=CC=CC=C12)C=1C=C2C=CC=NC2=CC1 (3-carboxy-1-(quinol-6-yl)-1H-indole), S(=O)(Cl)Cl (thionyl chloride). The product is Cl.ClC(=O)C1=CN(C2=CC=CC=C12)C=1C=C2C=CC=NC2=CC1 (3-chlorocarbonyl-1-(quinol-6-yl)-1H-indole hydrochloride). As a reaction SMILES: [C:1]([C:4]1[C:12]2[C:7](=[CH:8][CH:9]=[CH:10][CH:11]=2)[N:6]([C:13]2[CH:14]=[C:15]3[C:20](=[CH:21][CH:22]=2)[N:19]=[CH:18][CH:17]=[CH:16]3)[CH:5]=1)(O)=[O:2].S(Cl)([Cl:25])=O>>[ClH:25].[Cl:25][C:1]([C:4]1[C:12]2[C:7](=[CH:8][CH:9]=[CH:10][CH:11]=2)[N:6]([C:13]2[CH:14]=[C:15]3[C:20](=[CH:21][CH:22]=2)[N:19]=[CH:18][CH:17]=[CH:16]3)[CH:5]=1)=[O:2] |f:2.3|. Procedure details: 20 cm3 of thionyl chloride are added at 22° C. under an argon atmosphere to 0.69 g (2.1 mmol) of 3-carboxy-1-(quinol-6-yl)-1H-indole. After stirring at reflux for 4 hours, the reaction mixture is concentrated to dryness under reduced pressure (2.7 kPa). The residue is successively triturated twice with 10 cm3 of dimethoxyethane and then concentrated to dryness under reduced pressure (2.7 kPa) to give 1 g of 3-chlorocarbonyl-1-(quinol-6-yl)-1H-indole hydrochloride in the form of an orange-coloure... The reactants are BrB(Br)Br, ClCCl, COc1ccc2c(c1)CCN(C(=O)C(F)(F)F)CC2C. Product: CC1CN(C(=O)C(F)(F)F)CCc2cc(O)ccc21. As a reaction SMILES: [B:21]([Br:22])([Br:23])[Br:24].[Cl:25][CH2:26][Cl:27].[F:1][C:2]([C:3](=[O:4])[N:5]1[CH2:6][CH2:7][c:8]2[c:9]([cH:13][cH:14][c:15]([O:17][CH3:18])[cH:16]2)[CH:10]([CH3:12])[CH2:11]1)([F:19])[F:20]>>[F:1][C:2]([C:3](=[O:4])[N:5]1[CH2:6][CH2:7][c:8]2[c:9]([cH:13][cH:14][c:15]([OH:17])[cH:16]2)[CH:10]([CH3:12])[CH2:11]1)([F:19])[F:20]. Reactants: C(C1=CC=CC=C1)OC(=O)N[C@@H](CCCCNC(CCCCC(=O)NCCO[C@H]1[C@@H](O)[C@H](O)[C@H](O)[C@@H](O1)C)=O)C(=O)O (N2-[(benzyloxy)carbonyl]-N6-[6-({2-[(α-L-fucopyranosyl)oxy]ethyl}amino)-6-oxohexanoyl]-L-lysine). The solvent is O (water). Run at time 2 hour. The product is [C@@H]1([C@@H](O)[C@H](O)[C@H](O)[C@@H](O1)C)OCCNC(CCCCC(=O)NCCCC[C@H](N)C(=O)O)=O (N6-[6-({2-[(α-L-fucopyranosyl)oxy]ethyl}amino)-6-oxohexanoyl]-L-lysine). Reaction SMILES: C(OC([NH:11][C@H:12]([C:40]([OH:42])=[O:41])[CH2:13][CH2:14][CH2:15][CH2:16][NH:17][C:18](=[O:39])[CH2:19][CH2:20][CH2:21][CH2:22][C:23]([NH:25][CH2:26][CH2:27][O:28][C@@H:29]1[O:37][C@@H:36]([CH3:38])[C@@H:34]([OH:35])[C@@H:32]([OH:33])[C@@H:30]1[OH:31])=[O:24])=O)C1C=CC=CC=1>O>[C@@H:29]1([O:28][CH2:27][CH2:26][NH:25][C:23](=[O:24])[CH2:22][CH2:21][CH2:20][CH2:19][C:18]([NH:17][CH2:16][CH2:15][CH2:14][CH2:13][C@@H:12]([C:40]([OH:42])=[O:41])[NH2:11])=[O:39])[O:37][C@@H:36]([CH3:38])[C@@H:34]([OH:35])[C@@H:32]([OH:33])[C@@H:30]1[OH:31]. Procedure details: In a 100 mL flask, N2-[(benzyloxy)carbonyl]-N6-[6-({2-[(α-L-fucopyranosyl)oxy]ethyl}amino)-6-oxohexanoyl]-L-lysine (200 mg, 0.335 mmol) was dissolved in water (5 mL). The flask was degassed and filled with N2. To the above mixture was added PdOH2 (48.7 mg, 0.069 mmol. The mixture was stirred under H2 balloon for 2 hr. The mixture was filtered through a pad of Celite, and the filtrate was concentrated to give the title compound. UPLC Method B: m/e=464.2697 [M+1]; Rt=2.61 min.